From a dataset of the Open Reaction Database (ORD), a public repository of structured organic reaction records. describe an organic reaction: reactants, conditions, products, and yield Reactants: CCOP(=O)(COC(COc1ccccc1)Cn1cnc2c(N)nc(OCCOC)nc21)OCC, CC#N, O=C1CCC(=O)N1Br. Reaction SMILES: [CH2:1]([CH3:2])[O:3][P:4]([O:5][CH2:6][CH3:7])(=[O:8])[CH2:9][O:10][CH:11]([CH2:12][n:13]1[c:14]2[n:15][c:16]([O:23][CH2:24][CH2:25][O:26][CH3:27])[n:17][c:18]([NH2:22])[c:19]2[n:20][cH:21]1)[CH2:28][O:29][c:30]1[cH:31][cH:32][cH:33][cH:34][cH:35]1.[CH3:44][C:45]#[N:46].[O:36]=[C:37]1[N:38]([Br:43])[C:39](=[O:40])[CH2:41][CH2:42]1>>[CH2:1]([CH3:2])[O:3][P:4]([O:5][CH2:6][CH3:7])(=[O:8])[CH2:9][O:10][CH:11]([CH2:12][n:13]1[c:14]2[n:15][c:16]([O:23][CH2:24][CH2:25][O:26][CH3:27])[n:17][c:18]([NH2:22])[c:19]2[n:20][c:21]1[Br:43])[CH2:28][O:29][c:30]1[cH:31][cH:32][cH:33][cH:34][cH:35]1. Yields the product CCOP(=O)(COC(COc1ccccc1)Cn1c(Br)nc2c(N)nc(OCCOC)nc21)OCC. Starting materials: COC1=CC=C(C=C1)N (p-Anisidine), COC=C(C(=O)OC)C(=O)OC (Dimethyl methoxymethylenemalonate). Run in C(C)O (ethanol), C(C)O (ethanol). Yields the product COC(C(C(=O)OC)=CNC1=CC=C(C=C1)OC)=O (2-(4-Methoxy-anilinomethylene)-propanedioic acid dimethyl ester). Yield: 48.6%. As a reaction SMILES: [CH3:1][O:2][C:3]1[CH:8]=[CH:7][C:6]([NH2:9])=[CH:5][CH:4]=1.CO[CH:12]=[C:13]([C:18]([O:20][CH3:21])=[O:19])[C:14]([O:16][CH3:17])=[O:15]>C(O)C>[CH3:17][O:16][C:14](=[O:15])[C:13](=[CH:12][NH:9][C:6]1[CH:7]=[CH:8][C:3]([O:2][CH3:1])=[CH:4][CH:5]=1)[C:18]([O:20][CH3:21])=[O:19]. Reported procedure: To a solution of 12.3 g (0.1 Mol) of p-Anisidine in 50 ml of ethanol, a solution of 17.4 g (0.1 Mol) of Dimethyl methoxymethylenemalonate in 70 ml of ethanol was added dropwise with stirring at room temperature. After an additional hour of stirring at that temperature, the reaction mixture was cooled with an ice bath and the product cristallised spontanously. The crude solid material was isolated by filtration and washed with ethanol and gave 12.9 g of the title product which is a white solid me... The reactants are O=C([O-])[O-], [CH2]C, CCCCCC, CN(C)C=O, FC(F)Cl, Cn1nc(-c2ncc(Cl)cc2F)cc1O, [K+], [K+]. Yields the product Cn1nc(-c2ncc(Cl)cc2F)cc1OC(F)F. RXN SMILES: [C:16](=[O:17])([O-:18])[O-:19].[CH2:32][CH3:33].[CH3:26][CH2:27][CH2:28][CH2:29][CH2:30][CH3:31].[CH3:34][N:35]([CH3:36])[CH:37]=[O:38].[Cl:22][CH:23]([F:24])[F:25].[F:1][c:2]1[c:3](-[c:9]2[n:10][n:11]([CH3:15])[c:12]([OH:14])[cH:13]2)[n:4][cH:5][c:6]([Cl:8])[cH:7]1.[K+:20].[K+:21]>>[F:1][c:2]1[c:3](-[c:9]2[n:10][n:11]([CH3:15])[c:12]([O:14][CH:23]([F:24])[F:25])[cH:13]2)[n:4][cH:5][c:6]([Cl:8])[cH:7]1. Reactants: O=C(NC1=C(F)C(F)=C(C(F)=C1F)C(F)(F)F)C2(C)CCCCCC2. The reagents and catalysts are O1B(OC(C)(C)C1(C)C)B2OC(C)(C)C(O2)(C)C, [K].O=C(O)O, N=1C(OC)=CC(OC)=C2C=CC=CC12, O=C(O)C, [B-](F)(F)(F)F.CC[N+](CC)(CC)CC, [Pd].O=C(O)C. Solvent: N#CC. Conditions: temperature 80 celsius, time 15 hour. The product is O=C(NC1=C(F)C(F)=C(C(F)=C1F)C(F)(F)F)C2(CB3OC(C)(C)C(O3)(C)C)CCCCCC2. Yield: 68.0%. Starting materials: ClC=1N=C(C2=C(N1)C(=C(S2)CO)C)N2CCOCC2 ((2-chloro-7-methyl-4-morpholin-4-yl-thieno[3,2-d]pyrimidin-6-yl)-methanol), P(Br)(Br)Br (PBr3). Solvent: C1(=CC=CC=C1)C (toluene). Conditions: temperature 100 celsius, time 8 hour. The product is BrCC1=C(C=2N=C(N=C(C2S1)N1CCOCC1)Cl)C (6-Bromomethyl-2-chloro-7-methyl-4-morpholin-4-yl-thieno[3,2-d]pyrimidine). Reaction SMILES: [Cl:1][C:2]1[N:3]=[C:4]([N:14]2[CH2:19][CH2:18][O:17][CH2:16][CH2:15]2)[C:5]2[S:10][C:9]([CH2:11]O)=[C:8]([CH3:13])[C:6]=2[N:7]=1.P(Br)(Br)[Br:21]>C1(C)C=CC=CC=1>[Br:21][CH2:11][C:9]1[S:10][C:5]2[C:4]([N:14]3[CH2:19][CH2:18][O:17][CH2:16][CH2:15]3)=[N:3][C:2]([Cl:1])=[N:7][C:6]=2[C:8]=1[CH3:13]. Procedure: To a stirring suspension (2-chloro-7-methyl-4-morpholin-4-yl-thieno[3,2-d]pyrimidin-6-yl)-methanol in toluene at 40° C. was added PBr3 and the reaction mixture stirred at 100° C. overnight. DCM/saturated aqueous NaHCO3 extraction of the cooled mixture gave 6-Bromomethyl-2-chloro-7-methyl-4-morpholin-4-yl-thieno[3,2-d]pyrimidine. Reactants: COC(C(CC(C)C)C=1C=C(C=C(C1)OS(=O)(=O)C(F)(F)F)C1=CC(=CC(=C1)C(F)(F)F)C(F)(F)F)=O (4-methyl-2-(5-trifluoromethanesulfonyloxy-3′,5′-bis-trifluoromethyl-biphenyl-3-yl)-pentanoic acid methyl ester), COC(C(CC(C)C)C=1C=C(C=C(C1)OS(=O)(=O)C(F)(F)F)C1=CC(=CC(=C1)C(F)(F)F)C(F)(F)F)=O (4-methyl-2-(5-trifluoromethanesulfonyloxy-3′,5′-bis-trifluoromethyl-biphenyl-3-yl)-pentanoic acid methyl ester), C(#N)C1=CC=C(C=C1)B(O)O (4-cyanophenylboronic acid). The product is COC(C(CC(C)C)C=1C=C(C=C(C1)C1=CC=C(C=C1)C#N)C1=CC(=CC(=C1)C(F)(F)F)C(F)(F)F)=O (2-(4-Cyano-3″,5″-bis-trifluoromethyl-[1,1′;3′,1″]terphenyl-5′-yl)-4-methyl-pentanoic acid methyl ester). The yield is 57.0%. Reaction SMILES: [CH3:1][O:2][C:3](=[O:37])[CH:4]([C:9]1[CH:10]=[C:11]([C:23]2[CH:28]=[C:27]([C:29]([F:32])([F:31])[F:30])[CH:26]=[C:25]([C:33]([F:36])([F:35])[F:34])[CH:24]=2)[CH:12]=[C:13](OS(C(F)(F)F)(=O)=O)[CH:14]=1)[CH2:5][CH:6]([CH3:8])[CH3:7].[C:38]([C:40]1[CH:45]=[CH:44][C:43](B(O)O)=[CH:42][CH:41]=1)#[N:39]>>[CH3:1][O:2][C:3](=[O:37])[CH:4]([C:9]1[CH:10]=[C:11]([C:23]2[CH:28]=[C:27]([C:29]([F:32])([F:30])[F:31])[CH:26]=[C:25]([C:33]([F:35])([F:34])[F:36])[CH:24]=2)[CH:12]=[C:13]([C:43]2[CH:44]=[CH:45][C:40]([C:38]#[N:39])=[CH:41][CH:42]=2)[CH:14]=1)[CH2:5][CH:6]([CH3:7])[CH3:8]. Procedure details: The title compound was prepared in 57% yield from 4-methyl-2-(5-trifluoromethanesulfonyloxy-3′,5′-bis-trifluoromethyl-biphenyl-3-yl)-pentanoic acid methyl ester (prepared in Intermediate A) and 4-cyanophenylboronic acid under the conditions described in Example 26, step (d).